Task: describe an organic reaction: reactants, conditions, products, and yield. Dataset: the Open Reaction Database (ORD), a public repository of structured organic reaction records The reactants are C(C)(=O)OCC (ethyl acetate), BrCC(=O)OCC (Ethyl bromoacetate), NC=1NC(=C(N1)C1=CC=CC=C1)C1=CC=CC=C1 (2-amino-4,5-diphenylimidazole), 1,8-diazobicyclo[5.4.0]undec-7-ene. Solvent: O1CCCC1 (tetrahydrofuran), [Cl-].[Na+].O (brine). Reaction conditions: temperature 65 celsius, time 15 minute. The product is NC=1N(C(=C(N1)C1=CC=CC=C1)C1=CC=CC=C1)CC(=O)OCC (Ethyl 2-[2-Amino-4,5-diphenyl-1-imidazolyl]acetate). The yield is 35.8%. Reaction SMILES: Br[CH2:2][C:3]([O:5][CH2:6][CH3:7])=[O:4].[NH2:8][C:9]1[NH:10][C:11]([C:20]2[CH:25]=[CH:24][CH:23]=[CH:22][CH:21]=2)=[C:12]([C:14]2[CH:19]=[CH:18][CH:17]=[CH:16][CH:15]=2)[N:13]=1.C(OCC)(=O)C>O1CCCC1.[Cl-].[Na+].O>[NH2:8][C:9]1[N:13]([CH2:2][C:3]([O:5][CH2:6][CH3:7])=[O:4])[C:12]([C:14]2[CH:15]=[CH:16][CH:17]=[CH:18][CH:19]=2)=[C:11]([C:20]2[CH:25]=[CH:24][CH:23]=[CH:22][CH:21]=2)[N:10]=1 |f:4.5.6|. Procedure: Ethyl bromoacetate (3.50 mL, 31.87 mmol) was added to a solution of 2-amino-4,5-diphenylimidazole (7.50 g, 31.87 mmol) and 1,8-diazobicyclo[5.4.0]undec-7-ene (4.80 mL, 31.87 mmol) in anhydrous tetrahydrofuran (150 mL). The mixture was heated to about 75° C. for about 2 hours and at about 65° C. for about 16 hours before it was cooled to room temperature and treated with brine. After about 15 minutes, ethyl acetate was added and the organic phase was separated, washed with saturated sodium bicarb... Reactants: CCO, CO, CCOC(C)=O, [H][H], Cc1cnc(NC(=O)c2cc(OCc3ccccc3)cc(Oc3ccc(C(=O)N4CCC4)nc3)c2)cn1. Product: Cc1cnc(NC(=O)c2cc(O)cc(Oc3ccc(C(=O)N4CCC4)nc3)c2)cn1. As a reaction SMILES: [CH3:38][CH2:39][OH:40].[CH3:43][OH:44].[CH3:45][CH2:46][O:47][C:48](=[O:49])[CH3:50].[H:41][H:42].[N:1]1([C:5](=[O:6])[c:7]2[cH:8][cH:9][c:10]([O:13][c:14]3[cH:15][c:16]([C:17](=[O:18])[NH:19][c:20]4[n:21][cH:22][c:23]([CH3:26])[n:24][cH:25]4)[cH:27][c:28]([O:30][CH2:31][c:32]4[cH:33][cH:34][cH:35][cH:36][cH:37]4)[cH:29]3)[cH:11][n:12]2)[CH2:2][CH2:3][CH2:4]1>>[N:1]1([C:5](=[O:6])[c:7]2[cH:8][cH:9][c:10]([O:13][c:14]3[cH:15][c:16]([C:17](=[O:18])[NH:19][c:20]4[n:21][cH:22][c:23]([CH3:26])[n:24][cH:25]4)[cH:27][c:28]([OH:30])[cH:29]3)[cH:11][n:12]2)[CH2:2][CH2:3][CH2:4]1. Reactants: C1(=CC=CC=C1)C=1C(=NC2=CC=NC(=C2C1)C=1C=NNC1)C1=CC=C(C=O)C=C1 (4-[3-phenyl-5-(1H-pyrazol-4-yl)-1,6-naphthyridin-2-yl]benzaldehyde), NCC(CO)(C)C (3-amino-2,2-dimethylpropan-1-ol), C(C)(=O)O (acetic acid), C(C)(=O)O[BH-](OC(C)=O)OC(C)=O.[Na+] (sodium triacetoxyborohydride), C([O-])(O)=O.[Na+] (sodium bicarbonate). Run in CN1CCCC1=O (NMP). Run at time 2 hour. The product is CC(CO)(CNCC1=CC=C(C=C1)C1=NC2=CC=NC(=C2C=C1C1=CC=CC=C1)C=1C=NNC1)C (2,2-dimethyl-3-({4-[3-phenyl-5-(1H-pyrazol-4-yl)-1,6-naphthyridin-2-yl]benzyl}amino)propan-1-ol). RXN SMILES: [C:1]1([C:7]2[C:8]([C:22]3[CH:29]=[CH:28][C:25]([CH:26]=O)=[CH:24][CH:23]=3)=[N:9][C:10]3[C:15]([CH:16]=2)=[C:14]([C:17]2[CH:18]=[N:19][NH:20][CH:21]=2)[N:13]=[CH:12][CH:11]=3)[CH:6]=[CH:5][CH:4]=[CH:3][CH:2]=1.[NH2:30][CH2:31][C:32]([CH3:36])([CH3:35])[CH2:33][OH:34].C(O)(=O)C.C(O[BH-](OC(=O)C)OC(=O)C)(=O)C.[Na+].C(=O)(O)[O-].[Na+]>CN1C(=O)CCC1>[CH3:35][C:32]([CH3:36])([CH2:31][NH:30][CH2:26][C:25]1[CH:24]=[CH:23][C:22]([C:8]2[C:7]([C:1]3[CH:6]=[CH:5][CH:4]=[CH:3][CH:2]=3)=[CH:16][C:15]3[C:10](=[CH:11][CH:12]=[N:13][C:14]=3[C:17]3[CH:21]=[N:20][NH:19][CH:18]=3)[N:9]=2)=[CH:29][CH:28]=1)[CH2:33][OH:34] |f:3.4,5.6|. Reported procedure: To a solution of 4-[3-phenyl-5-(1H-pyrazol-4-yl)-1,6-naphthyridin-2-yl]benzaldehyde (1-3) (0.11 g, 0.29 mmol) in NMP (10 mL) was added 3-amino-2,2-dimethylpropan-1-ol (0.030 g, 0.29 mmol) and acetic acid (0.026 g, 0.43 mmol). After stirring at room temperature for 2 hours, sodium triacetoxyborohydride (0.092 g, 0.43 mmol) was added and the reaction was stirred at room temperature for 15 hours. The reaction was poured into saturated sodium bicarbonate and extracted with ethyl acetate. The combine... The reagents and catalysts are Cl[Pd]([P](C1=CC=CC=C1)(C2=CC=CC=C2)C3=CC=CC=C3)([P](C4=CC=CC=C4)(C5=CC=CC=C5)C6=CC=CC=C6)Cl (bis(triphenylphosphine)palladium(II) chloride). Procedure details: To a deoxygenated solution of o-bromophenol (10.0 g) in triethylamine (120 ml) may be added 1-dimethylamino-2-propyne (2.82 g), bis(triphenylphosphine)palladium(II) chloride (400 mg), and cuprous iodide (54 mg). The mixture may be stirred at room temperature under an atmosphere of argon for approximately 6 hours, heated briefly (ca. 10 minutes) to 60° C. The reaction mixture is then cooled, filtered through diatomaceous earth, and the solvent may be removed by evaporation in vacuo. The residue c... Product: CN(CC#CC1=C(C=CC=C1)O)C (2-(3-Dimethylamino-prop-1-ynyl)-phenol). The solvent is C(C)N(CC)CC (triethylamine). Reaction SMILES: Br[C:2]1[CH:7]=[CH:6][CH:5]=[CH:4][C:3]=1[OH:8].[CH3:9][N:10]([CH3:14])[CH2:11][C:12]#[CH:13]>C(N(CC)CC)C.Cl[Pd](Cl)([P](C1C=CC=CC=1)(C1C=CC=CC=1)C1C=CC=CC=1)[P](C1C=CC=CC=1)(C1C=CC=CC=1)C1C=CC=CC=1>[CH3:9][N:10]([CH3:14])[CH2:11][C:12]#[C:13][C:2]1[CH:7]=[CH:6][CH:5]=[CH:4][C:3]=1[OH:8] |^1:24,43|. Reactants: BrC1=C(C=CC=C1)O (o-bromophenol), CN(CC#C)C (1-dimethylamino-2-propyne), cuprous iodide. Reaction conditions: time 6 hour. Reactants: Cc1noc(NC(=O)Oc2ccccc2)c1C, Cc1ccc(Oc2cccc(C=C3CCNCC3)c2)nc1, CC#N, CCN(C(C)C)C(C)C, Cl, Cc1noc(N)c1C. Product: Cc1ccc(Oc2cccc(C=C3CCN(C(=O)Nc4onc(C)c4C)CC3)c2)nc1. RXN SMILES: [CH3:23][c:24]1[n:25][o:26][c:27]([NH:30][C:31]([O:32][c:34]2[cH:35][cH:36][cH:37][cH:38][cH:39]2)=[O:33])[c:28]1[CH3:29].[CH3:2][c:3]1[cH:4][cH:5][c:6]([O:9][c:10]2[cH:11][c:12]([CH:16]=[C:17]3[CH2:18][CH2:19][NH:20][CH2:21][CH2:22]3)[cH:13][cH:14][cH:15]2)[n:7][cH:8]1.[CH3:57][C:58]#[N:59].[CH:48]([N:49]([CH:50]([CH3:51])[CH3:52])[CH2:53][CH3:54])([CH3:55])[CH3:56].[ClH:1].[NH2:40][c:41]1[o:42][n:43][c:44]([CH3:45])[c:46]1[CH3:47]>>[CH3:2][c:3]1[cH:4][cH:5][c:6]([O:9][c:10]2[cH:11][c:12]([CH:16]=[C:17]3[CH2:18][CH2:19][N:20]([C:31]([NH:30][c:27]4[o:26][n:25][c:24]([CH3:23])[c:28]4[CH3:29])=[O:32])[CH2:21][CH2:22]3)[cH:13][cH:14][cH:15]2)[n:7][cH:8]1. Reactants: CCOC(=O)CC1CCc2cc(OCCCOc3ccc(C#N)cc3OC)ccc21, [CH2]C, CCNCC, CN(C)C=O, S. Product: CCOC(=O)CC1CCc2cc(OCCCOc3ccc(C(N)=S)cc3OC)ccc21. As a reaction SMILES: [C:3](#[N:4])[c:5]1[cH:6][c:7]([O:31][CH3:32])[c:8]([O:9][CH2:10][CH2:11][CH2:12][O:13][c:14]2[cH:15][c:16]3[c:20]([cH:21][cH:22]2)[CH:19]([CH2:23][C:24](=[O:25])[O:26][CH2:27][CH3:28])[CH2:18][CH2:17]3)[cH:29][cH:30]1.[CH2:1][CH3:2].[CH2:34]([NH:35][CH2:36][CH3:37])[CH3:38].[O:39]=[CH:40][N:41]([CH3:42])[CH3:43].[SH2:33]>>[C:3]([NH2:4])([c:5]1[cH:6][c:7]([O:31][CH3:32])[c:8]([O:9][CH2:10][CH2:11][CH2:12][O:13][c:14]2[cH:15][c:16]3[c:20]([cH:21][cH:22]2)[CH:19]([CH2:23][C:24](=[O:25])[O:26][CH2:27][CH3:28])[CH2:18][CH2:17]3)[cH:29][cH:30]1)=[S:33]. Starting materials: C(C)C1=C(C=CC=C1C#N)C1=CC=CC=C1 (ethyl-[1,1'-biphenyl]-3-carbonitrile), [OH-].[Na+] (sodium hydroxide). The solvent is C(C)O (ethanol). Product: C(C)C1=C(C=CC=C1C(=O)N)C1=CC=CC=C1 (2-ethyl-[1,1'-biphenyl]-3-carboxamide). As a reaction SMILES: [CH2:1]([C:3]1[C:8]([C:9]#[N:10])=[CH:7][CH:6]=[CH:5][C:4]=1[C:11]1[CH:16]=[CH:15][CH:14]=[CH:13][CH:12]=1)[CH3:2].[OH-:17].[Na+]>C(O)C>[CH2:1]([C:3]1[C:8]([C:9]([NH2:10])=[O:17])=[CH:7][CH:6]=[CH:5][C:4]=1[C:11]1[CH:16]=[CH:15][CH:14]=[CH:13][CH:12]=1)[CH3:2] |f:1.2|. Reported procedure: Under a dry nitrogen atmosphere a mixture of 3-chloro-2-ethyl-[1,1'-biphenyl] (2.3 g, 0.0106 mole), copper cyanide (1.4 g, 0.0016 mole) and pyridine (1.2 g, 0.016 mole) was heated at 195° for approximately 18 hours. The reaction mixture was cooled to room temperature to give a solid. The solid was dissolved in 300 ml of methylene chloride and washed with 25% aqueous ammonium hydroxide and the aqueous phase extracted with 250 ml of methylene chloride. The organic phases were combined, dried over ... Starting materials: CCOC(=O)C (EtOAc), C(=O)([O-])[O-].[Cs+].[Cs+] (Cs2CO3), IC (iodomethane), O=C(CCC(=O)O)CC (4-oxohexanoic acid). The solvent is O (H2O), CN(C)C=O (DMF). Reaction conditions: time 5 minute. Yields the product O=C(CCC(=O)OC)CC (Methyl 4-oxohexanoate). Reaction SMILES: [C:1]([O-])([O-])=O.[Cs+].[Cs+].[O:7]=[C:8]([CH2:14][CH3:15])[CH2:9][CH2:10][C:11]([OH:13])=[O:12].IC.CCOC(C)=O>CN(C=O)C.O>[O:7]=[C:8]([CH2:14][CH3:15])[CH2:9][CH2:10][C:11]([O:13][CH3:1])=[O:12] |f:0.1.2|. Procedure details: To a stirring suspension of 8.15 g (25 mmol) of Cs2CO3 in DMF was added 5.79 g (44 mmol) of 4-oxohexanoic acid. After 5 minutes, 6.81 g (48 mmol) of iodomethane was added. The reaction mixture was stirred at ambient temperature for 16 hours. To the reaction was then added 250 mL of EtOAc and 250 mL of H2O. The layers were separated, and the organic layer was washed with 3×250 mL of H2O. The organic layer was then dried over Na2SO4 anhydrous, filtered, and concentrated under vacuum. The yield of ...